The task is: describe an organic reaction: reactants, conditions, products, and yield. This data is from the Open Reaction Database (ORD), a public repository of structured organic reaction records. Reactants: [Cl-].[Na+].O (brine), ClC=1C=C(C(=C(C1C#C)\N=N\N1CCCC1)C1=CC(=CC=C1)F)C(=O)N(C)OC (4-chloro-5-ethynyl-3′-fluoro-N-methoxy-N-methyl-6-[(E)-pyrrolidin-1-yldiazenyl]biphenyl-2-carboxamide), C[Mg]Cl (methylmagnesium chloride), Cl (hydrogen chloride), O (water). The solvent is C(C)(=O)OCC (ethyl acetate), O1CCCC1 (tetrahydrofuran), O1CCCC1 (tetrahydrofuran). Run at time 70 minute. Product: ClC1=CC(=C(C(=C1C#C)\N=N\N1CCCC1)C1=CC(=CC=C1)F)C(C)=O (1-{4-Chloro-5-ethynyl-3′-fluoro-6-[(E)-pyrrolidin-1-yldiazenyl]biphenyl-2-yl}ethanone). As a reaction SMILES: [Cl:1][C:2]1[CH:3]=[C:4]([C:24](N(OC)C)=[O:25])[C:5]([C:17]2[CH:22]=[CH:21][CH:20]=[C:19]([F:23])[CH:18]=2)=[C:6](/[N:10]=[N:11]/[N:12]2[CH2:16][CH2:15][CH2:14][CH2:13]2)[C:7]=1[C:8]#[CH:9].[CH3:30][Mg]Cl.Cl.O.[Cl-].[Na+].O>O1CCCC1.C(OCC)(=O)C>[Cl:1][C:2]1[C:7]([C:8]#[CH:9])=[C:6](/[N:10]=[N:11]/[N:12]2[CH2:16][CH2:15][CH2:14][CH2:13]2)[C:5]([C:17]2[CH:22]=[CH:21][CH:20]=[C:19]([F:23])[CH:18]=2)=[C:4]([C:24](=[O:25])[CH3:30])[CH:3]=1 |f:4.5.6|. Procedure details: A solution of 4-chloro-5-ethynyl-3′-fluoro-N-methoxy-N-methyl-6-[(E)-pyrrolidin-1-yldiazenyl]biphenyl-2-carboxamide (930 g, 2.2 mol) in tetrahydrofuran (4.3 L) at 0° C. under nitrogen was treated with 3.0 M methylmagnesium chloride in tetrahydrofuran (2.2 L, 6.7 mol) dropwise over 45 minutes. Gas formation was observed and the internal temperature ranged from 1-8° C. The ice bath was removed and the reaction mixture was stirred at room temperature for 70 minutes. The reaction mixture was cooled ... Starting materials: CCOC(=O)C1CCN(C(=O)c2ccc(OC)cc2)C1, C[Si](C)(C)[N-][Si](C)(C)C, CCOC(=O)Cl, [Li+], C1CCOC1. Product: CCOC(=O)C1(C(=O)OCC)CCN(C(=O)c2ccc(OC)cc2)C1. Reaction SMILES: [CH2:11]([CH3:12])[O:13][C:14](=[O:15])[CH:16]1[CH2:17][N:18]([C:21]([c:22]2[cH:23][cH:24][c:25]([O:28][CH3:29])[cH:26][cH:27]2)=[O:30])[CH2:19][CH2:20]1.[CH3:1][Si:2]([N-:3][Si:4]([CH3:5])([CH3:6])[CH3:7])([CH3:8])[CH3:9].[Cl:31][C:32](=[O:33])[O:34][CH2:35][CH3:36].[Li+:10].[O:37]1[CH2:38][CH2:39][CH2:40][CH2:41]1>>[CH2:11]([CH3:12])[O:13][C:14](=[O:15])[C:16]1([C:32](=[O:33])[O:34][CH2:35][CH3:36])[CH2:17][N:18]([C:21]([c:22]2[cH:23][cH:24][c:25]([O:28][CH3:29])[cH:26][cH:27]2)=[O:30])[CH2:19][CH2:20]1. The reactants are C(#C)C=1N=CN2C1N=C(C=C2C(F)(F)F)C2=CC=C(C=C2)C(F)(F)F (8-ethynyl-4-trifluoromethyl-2-(4-trifluoromethyl-phenyl)-imidazo[1,5-a]pyrimidine), BrC=1C(=CC(=C(C1)S(=O)(=O)N)F)F (5-bromo-2,4-difluoro-benzenesulfonamide). The product is FC1=C(C=C(C(=C1)F)C#CC=1N=CN2C1N=C(C=C2C(F)(F)F)C2=CC=C(C=C2)C(F)(F)F)S(=O)(=O)N (2,4-Difluoro-5-[4-trifluoromethyl-2-(4-trifluoromethyl-phenyl)-imidazo[1,5-a]pyrimidin-8-ylethynyl]-benzenesulfonamide), solid. Isolated yield 41.0%. Reaction SMILES: [C:1]([C:3]1[N:4]=[CH:5][N:6]2[C:11]([C:12]([F:15])([F:14])[F:13])=[CH:10][C:9]([C:16]3[CH:21]=[CH:20][C:19]([C:22]([F:25])([F:24])[F:23])=[CH:18][CH:17]=3)=[N:8][C:7]=12)#[CH:2].Br[C:27]1[C:28]([F:38])=[CH:29][C:30]([F:37])=[C:31]([S:33]([NH2:36])(=[O:35])=[O:34])[CH:32]=1>>[F:37][C:30]1[CH:29]=[C:28]([F:38])[C:27]([C:2]#[C:1][C:3]2[N:4]=[CH:5][N:6]3[C:11]([C:12]([F:15])([F:14])[F:13])=[CH:10][C:9]([C:16]4[CH:21]=[CH:20][C:19]([C:22]([F:25])([F:24])[F:23])=[CH:18][CH:17]=4)=[N:8][C:7]=23)=[CH:32][C:31]=1[S:33]([NH2:36])(=[O:34])=[O:35]. Procedure: The title compound was prepared from 8-ethynyl-4-trifluoromethyl-2-(4-trifluoromethyl-phenyl)-imidazo[1,5-a]pyrimidine (example C.17) (178 mg, 0.5 mmol) and commercially available 5-bromo-2,4-difluoro-benzenesulfonamide (136 mg, 0.5 mmol) according to general procedure II. Obtained as a brown solid (112 mg, 41%). MS (ISN) 545.0 [(M−H)−]; mp 247° C. Reactants: O (water), FC(C(=O)C1=CNC2=CC(=CC=C12)C(F)(F)F)(F)F (2,2,2-trifluoro-1-[6-(trifluoromethyl)-1H-indol-3-yl]ethanone), C([O-])([O-])=O.[K+].[K+] (potassium carbonate), IC (iodomethane). Solvent: CN(C)C=O (DMF). Reaction conditions: time 2 hour. The product is FC(C(=O)C1=CN(C2=CC(=CC=C12)C(F)(F)F)C)(F)F (2,2,2-trifluoro-1-(1-methyl-6-(trifluoromethyl)-1H-indol-3-yl)ethanone). Isolated yield 93.0%. As a reaction SMILES: [F:1][C:2]([F:19])([F:18])[C:3]([C:5]1[C:13]2[C:8](=[CH:9][C:10]([C:14]([F:17])([F:16])[F:15])=[CH:11][CH:12]=2)[NH:7][CH:6]=1)=[O:4].[C:20](=O)([O-])[O-].[K+].[K+].IC.O>CN(C=O)C>[F:19][C:2]([F:1])([F:18])[C:3]([C:5]1[C:13]2[C:8](=[CH:9][C:10]([C:14]([F:15])([F:16])[F:17])=[CH:11][CH:12]=2)[N:7]([CH3:20])[CH:6]=1)=[O:4] |f:1.2.3|. Procedure details: To a mixture of 2,2,2-trifluoro-1-[6-(trifluoromethyl)-1H-indol-3-yl]ethanone (200 mg, 0.71 mmol) and potassium carbonate (246 mg, 1.8 mmol) in DMF (2 mL) was added iodomethane (0.067 mL, 1.1 mmol) at room temperature. After stirring at the same temperature for 2 hours, the mixture was poured into water, and the aqueous phase was extracted with EtOAc (ethyl acetate)-hexane (2:1, twice). The combined organic layers were dried over magnesium sulfate and concentrated in vacuo. The residue was purif... Reactants: ClC=1C=C(C=CC1Cl)C=1SC=C(C1O)C(=O)C (2-(3,4-Dichlorophenyl)-3-hydroxy-4-methylcarbonylthiophene), O1C(CCC1)CNC(=O)C=1SC(=CC1)C(=O)NN (5-(hydrazinocarbonyl)thiophene-2-carboxylic acid (tetrahydrofuran-2-ylmethyl)amide), O.C1(=CC=C(C=C1)S(=O)(=O)O)C (p-toluenesulfonic acid monohydrate). Run in C(C)(C)O (isopropanol). Product: O1C(CCC1)CNC(=O)C=1SC(=CC1)C(=O)NN=C(C)C1=CSC(=C1O)C1=CC(=C(C=C1)Cl)Cl (5-{1-[5-(3,4-Dichlorophenyl)-4-hydroxythiophen-3-yl]ethylidenehydrazinocarbonyl}thiophene-2-carboxylic acid(tetrahydrofuran-2-ylmethyl)amide). Isolated yield 64.4%. RXN SMILES: [Cl:1][C:2]1[CH:3]=[C:4]([C:9]2[S:10][CH:11]=[C:12]([C:15]([CH3:17])=O)[C:13]=2[OH:14])[CH:5]=[CH:6][C:7]=1[Cl:8].[O:18]1[CH2:22][CH2:21][CH2:20][CH:19]1[CH2:23][NH:24][C:25]([C:27]1[S:28][C:29]([C:32]([NH:34][NH2:35])=[O:33])=[CH:30][CH:31]=1)=[O:26].O.C1(C)C=CC(S(O)(=O)=O)=CC=1>C(O)(C)C>[O:18]1[CH2:22][CH2:21][CH2:20][CH:19]1[CH2:23][NH:24][C:25]([C:27]1[S:28][C:29]([C:32]([NH:34][N:35]=[C:15]([C:12]2[C:13]([OH:14])=[C:9]([C:4]3[CH:5]=[CH:6][C:7]([Cl:8])=[C:2]([Cl:1])[CH:3]=3)[S:10][CH:11]=2)[CH3:17])=[O:33])=[CH:30][CH:31]=1)=[O:26] |f:2.3|. Procedure details: 2-(3,4-Dichlorophenyl)-3-hydroxy-4-methylcarbonylthiophene (22 mg, 0.075 mmol) in isopropanol (2.0 mL) was heated with 5-(hydrazinocarbonyl)thiophene-2-carboxylic acid (tetrahydrofuran-2-ylmethyl)amide (20 mg, 0.075 mmol) prepared in Reference Synthetic Example 2 and 3 mg of p-toluenesulfonic acid monohydrate at 105° C. for 17 hours and allowed to cool to room temperature. The precipitated solid was collected by filtration, washed with 1 mL of isopropanol and 1 mL of chloroform and dried to give...